Dataset: the Open Reaction Database (ORD), a public repository of structured organic reaction records. Task: describe an organic reaction: reactants, conditions, products, and yield The reactants are HgSO4, FC(C(=O)Cl)(F)F (trifluoroacetylchloride), OS(=O)(=O)O (H2SO4), B(Br)(Br)Br (BBr3), C(F)(F)(F)C(Cl)(Cl)Cl (CF3CCl3), OS(=O)(=O)O (H2SO4). The solvent is C(C)O (ethanol). Product: C(C)OC(C(F)(F)F)=O (trifluoracetic acid ethylester). Reaction SMILES: B(Br)(Br)Br.[C:5]([C:9](Cl)(Cl)Cl)([F:8])([F:7])[F:6].[OH:13]S(O)(=O)=O.F[C:19](F)(F)[C:20](Cl)=[O:21]>C(O)C>[CH2:20]([O:21][C:9](=[O:13])[C:5]([F:8])([F:7])[F:6])[CH3:19]. Procedure: Into the experimental apparatus described in Example 1, 2 g HgSO4 and 10 g BBr3 are added. A solution of 93.7 g CF3CCl3, 162 g SO3 and 4 g H2SO4 are added in drops. The trifluoroacetylchloride leaving the reflux condenser is passed through a wash flask with H2SO4 and subsequently fed into a reaction vessel with ethanol. In the process, trifluoracetic acid ethylester is formed. The reactants are Cc1ccccc1, CCOC(C)=O, CO, [N-]=[N+]=NCc1cc(CN(Cc2ccc(F)cc2)S(=O)(=O)c2cc(Cl)cc(Cl)c2O)cc(Oc2ccc(F)cc2)c1, [OH-], [OH-], [Pd+2]. Product: NCc1cc(CN(Cc2ccc(F)cc2)S(=O)(=O)c2cc(Cl)cc(Cl)c2O)cc(Oc2ccc(F)cc2)c1. RXN SMILES: [CH3:41][c:42]1[cH:43][cH:44][cH:45][cH:46][cH:47]1.[CH3:48][CH2:49][O:50][C:51]([CH3:52])=[O:53].[CH3:54][OH:55].[N:1](=[N+:2]=[N-:3])[CH2:4][c:5]1[cH:6][c:7]([CH2:8][N:9]([S:10](=[O:11])(=[O:12])[c:13]2[c:14]([OH:21])[c:15]([Cl:20])[cH:16][c:17]([Cl:19])[cH:18]2)[CH2:22][c:23]2[cH:24][cH:25][c:26]([F:29])[cH:27][cH:28]2)[cH:30][c:31]([O:33][c:34]2[cH:35][cH:36][c:37]([F:40])[cH:38][cH:39]2)[cH:32]1.[OH-:56].[OH-:57].[Pd+2:58]>>[NH2:1][CH2:4][c:5]1[cH:6][c:7]([CH2:8][N:9]([S:10](=[O:11])(=[O:12])[c:13]2[c:14]([OH:21])[c:15]([Cl:20])[cH:16][c:17]([Cl:19])[cH:18]2)[CH2:22][c:23]2[cH:24][cH:25][c:26]([F:29])[cH:27][cH:28]2)[cH:30][c:31]([O:33][c:34]2[cH:35][cH:36][c:37]([F:40])[cH:38][cH:39]2)[cH:32]1. Reactants: [Cl-], CCCCCCCCCCCCCCCCCCOc1cc(C(=O)O)cc([N+](=O)[O-])c1, COC(=O)CNCC(=O)OC, O=S(Cl)Cl. The product is CCCCCCCCCCCCCCCCCCOc1cc(C(=O)N(CC(=O)OC)CC(=O)OC)cc([N+](=O)[O-])c1. As a reaction SMILES: [Cl-:32].[N+:1](=[O:2])([O-:3])[c:4]1[cH:5][c:6]([C:7](=[O:8])[OH:9])[cH:10][c:11]([O:13][CH2:14][CH2:15][CH2:16][CH2:17][CH2:18][CH2:19][CH2:20][CH2:21][CH2:22][CH2:23][CH2:24][CH2:25][CH2:26][CH2:27][CH2:28][CH2:29][CH2:30][CH3:31])[cH:12]1.[NH:37]([CH2:38][C:39](=[O:40])[O:41][CH3:42])[CH2:43][C:44](=[O:45])[O:46][CH3:47].[S:33]([Cl:34])([Cl:35])=[O:36]>>[N+:1](=[O:2])([O-:3])[c:4]1[cH:5][c:6]([C:7](=[O:9])[N:37]([CH2:38][C:39](=[O:40])[O:41][CH3:42])[CH2:43][C:44](=[O:45])[O:46][CH3:47])[cH:10][c:11]([O:13][CH2:14][CH2:15][CH2:16][CH2:17][CH2:18][CH2:19][CH2:20][CH2:21][CH2:22][CH2:23][CH2:24][CH2:25][CH2:26][CH2:27][CH2:28][CH2:29][CH2:30][CH3:31])[cH:12]1. Reactants: Cl (hydrochloric acid), COC(=O)C=1N=CC2=C(C=CC=C2C1O)I (4-Hydroxy-8-iodo-isoquinoline-3-carboxylic acid methyl ester), COC1=CC=C(C=C1)O (4-methoxy-phenol), C(=O)([O-])[O-].[Cs+].[Cs+] (Cs2CO3), CC(C)(C(CC(C(C)(C)C)=O)=O)C (2,2,6,6-tetramethyl-heptane-3,5-dione). Yields the product COC(=O)C=1N=CC2=C(C=CC=C2C1O)OC1=CC=C(C=C1)OC (4-Hydroxy-8-(4-methoxy-phenoxy)-isoquinoline-3-carboxylic acid methyl ester). Procedure details: A mixture of 4-Hydroxy-8-iodo-isoquinoline-3-carboxylic acid methyl ester (7 mmol, 2.3 g), 4-methoxy-phenol (35 mmol, 4.39 g), Cs2CO3 (35 mmol, 11.42 g), 2,2,6,6-tetramethyl-heptane-3,5-dione (2.8 mmol, 0.59 mL), CuCl (7 mmol, 0.70 g), and anhydrous DMF (42 mL) was refluxed under nitrogen with stirring for 15 min. before it was poured into ethyl acetate (700 mL). Water (700 mL) and 5 N hydrochloric acid (5 mL) were added and the mixture was stirred for 15 min. The organic phase was then separate... Yield: 10.3%. The reagents and catalysts are Cl[Cu] (CuCl). RXN SMILES: [CH3:1][O:2][C:3]([C:5]1[N:6]=[CH:7][C:8]2[C:13]([C:14]=1[OH:15])=[CH:12][CH:11]=[CH:10][C:9]=2I)=[O:4].[CH3:17][O:18][C:19]1[CH:24]=[CH:23][C:22]([OH:25])=[CH:21][CH:20]=1.C([O-])([O-])=O.[Cs+].[Cs+].CC(C)(C(=O)CC(=O)C(C)(C)C)C.Cl>Cl[Cu].O.C(OCC)(=O)C.CN(C=O)C>[CH3:1][O:2][C:3]([C:5]1[N:6]=[CH:7][C:8]2[C:13]([C:14]=1[OH:15])=[CH:12][CH:11]=[CH:10][C:9]=2[O:25][C:22]1[CH:23]=[CH:24][C:19]([O:18][CH3:17])=[CH:20][CH:21]=1)=[O:4] |f:2.3.4|. Run at time 15 minute. The solvent is C(C)(=O)OCC (ethyl acetate), O (Water), CN(C)C=O (DMF). The reactants are N12CCCCCC2=NCCC1 (1,8-diazabicyclo-[5,4,0]-undec-7-ene), ClC(=C)C=1C(=NC(=NC1C(F)(F)F)C)N1C=NC=C1 (5-(1-Chlorovinyl)-4-imidazol-1-yl-2-methyl-6-trifluoromethyl-pyrimidine), O (water). Run in CS(=O)C (dimethylsulfoxide). The product is C(#C)C=1C(=NC(=NC1C(F)(F)F)C)N1C=NC=C1 (5-Ethynyl-4-imidazol-1-yl-2-methyl-6-trifluoromethylpyrimidine). Yield: 63.0%. Reaction SMILES: Cl[C:2]([C:4]1[C:5]([N:15]2[CH:19]=[CH:18][N:17]=[CH:16]2)=[N:6][C:7]([CH3:14])=[N:8][C:9]=1[C:10]([F:13])([F:12])[F:11])=[CH2:3].N12CCCN=C1CCCCC2.O>CS(C)=O>[C:2]([C:4]1[C:5]([N:15]2[CH:19]=[CH:18][N:17]=[CH:16]2)=[N:6][C:7]([CH3:14])=[N:8][C:9]=1[C:10]([F:11])([F:13])[F:12])#[CH:3]. Reported procedure: 5-(1-Chlorovinyl)-4-imidazol-1-yl-2-methyl-6-trifluoromethyl-pyrimidine (0.20 g) was dissolved in dimethylsulfoxide (2 ml) and 1,8-diazabicyclo-[5,4,0]-undec-7-ene (0.11 g) was added at room temperature with stirring. The mixture was stirred for 2 hr in room temperature and then added water. The mixture was extracted with ethyl acetate. The ethyl acetate layer was washed water and brine, respectively and dried over magnesium sulfate. The solvent was removed under reduced pressure. The residue wa... Starting materials: COCCBr, O=C([O-])[O-], CS(=O)(=O)c1cccc(Nc2cc(-c3ccccc3O)ncn2)c1, CC#N, [K+], [K+]. Yields the product COCCOc1ccccc1-c1cc(Nc2cccc(S(C)(=O)=O)c2)ncn1. RXN SMILES: [Br:25][CH2:26][CH2:27][O:28][CH3:29].[C:30](=[O:31])([O-:32])[O-:33].[CH3:1][S:2](=[O:3])(=[O:4])[c:5]1[cH:6][c:7]([NH:11][c:12]2[cH:13][c:14](-[c:18]3[c:19]([OH:24])[cH:20][cH:21][cH:22][cH:23]3)[n:15][cH:16][n:17]2)[cH:8][cH:9][cH:10]1.[CH3:36][C:37]#[N:38].[K+:34].[K+:35]>>[CH3:1][S:2](=[O:3])(=[O:4])[c:5]1[cH:6][c:7]([NH:11][c:12]2[cH:13][c:14](-[c:18]3[c:19]([O:24][CH2:26][CH2:27][O:28][CH3:29])[cH:20][cH:21][cH:22][cH:23]3)[n:15][cH:16][n:17]2)[cH:8][cH:9][cH:10]1. The reactants are ClC(=O)OC1=CC=C(C=C1)OC (4-(methoxy)phenyl chloroformate), C(C#C)C1CCN(CC1)C(=O)OC(C)(C)C (tert-butyl 4-(prop-2-ynyl)piperidine-1-carboxylate). Product: C(C#C)C1CCN(CC1)C(=O)OC1=CC=C(C=C1)OC (4-(methoxy)phenyl 4-(prop-2-ynyl)piperidine-1-carboxylate). Reaction SMILES: Cl[C:2]([O:4][C:5]1[CH:10]=[CH:9][C:8]([O:11][CH3:12])=[CH:7][CH:6]=1)=[O:3].[CH2:13]([CH:16]1[CH2:21][CH2:20][N:19](C(OC(C)(C)C)=O)[CH2:18][CH2:17]1)[C:14]#[CH:15]>>[CH2:13]([CH:16]1[CH2:21][CH2:20][N:19]([C:2]([O:4][C:5]2[CH:10]=[CH:9][C:8]([O:11][CH3:12])=[CH:7][CH:6]=2)=[O:3])[CH2:18][CH2:17]1)[C:14]#[CH:15]. Reported procedure: 4-(methoxy)phenyl chloroformate (5.00 g, 26.8 mmol) was added to a solution of tert-butyl 4-(prop-2-ynyl)piperidine-1-carboxylate (4.60 g, 20.9 mmol) according to general procedure 1. Yield=5.02 g, 90%. m/z MH+=274.06. HPLC rt=12.2 min. Starting materials: ClC=1C=CC=2N(N=C3C2C1C(C1=C(C=CC(=C13)OCC1=CC=CC=C1)OCC1=CC=CC=C1)=O)CCOS(=O)(=O)C1=CC=C(C=C1)C (5-chloro-2-[2-[[(4-methylphenyl)sulfonyl]oxy]ethyl]-7,10-bis(phenylmethoxy)anthra[1,9-cd]pyrazol-6(2H)-one), CN(CCN)C (N,N-dimethylethylenediamine), C([O-])([O-])=O.[K+].[K+] (potassium carbonate), CS(=O)C (dimethylsulfoxide). Run in O (water). Conditions: temperature 50 celsius, time 8 hour. The product is CN(CCNCCN1N=C2C3=C1C=CC(=C3C(C3=C(C=CC(=C32)O)O)=O)NCCNCCO)C (2-[2-[[2-(Dimethylamino)ethyl]amino]ethyl]-5-[[2-[(2-hydroxyethyl)amino]ethyl]amino]-7,10-dihydroxyanthra-[1,9-cd]pyrazol-6(2H)-one). The yield is 57.6%. As a reaction SMILES: Cl[C:2]1[CH:3]=[CH:4][C:5]2[N:6]([CH2:35][CH2:36]OS(C3C=CC(C)=CC=3)(=O)=O)[N:7]=[C:8]3[C:17]4[C:12](=[C:13]([O:26]CC5C=CC=CC=5)[CH:14]=[CH:15][C:16]=4[O:18]CC4C=CC=CC=4)[C:11](=[O:34])[C:10]=1[C:9]=23.[CH3:48][N:49]([CH3:53])[CH2:50][CH2:51][NH2:52].[C:54](=[O:57])([O-])[O-].[K+].[K+].CS(C)=O>O>[CH3:48][N:49]([CH3:53])[CH2:50][CH2:51][NH:52][CH2:36][CH2:35][N:6]1[C:5]2[CH:4]=[CH:3][C:2]([NH:52][CH2:51][CH2:50][NH:49][CH2:48][CH2:54][OH:57])=[C:10]3[C:11](=[O:34])[C:12]4[C:17]([C:8]([C:9]=23)=[N:7]1)=[C:16]([OH:18])[CH:15]=[CH:14][C:13]=4[OH:26] |f:2.3.4|. Procedure: A mixture of 4.2 g (6.3 mmol) of 5-chloro-2-[2-[[(4-methylphenyl)sulfonyl]oxy]ethyl]-7,10-bis(phenylmethoxy)anthra[1,9-cd]pyrazol-6(2H)-one, 5.3 g (60 mmol) of N,N-dimethylethylenediamine, 17 g (12.6 mmol) of powdered potassium carbonate, and 35 ml of dimethylsulfoxide is stirred overnight at 50° C. The mixture is cooled and diluted with 50 ml of water. The solid is collected and washed with water. The solid is heated in dichloromethane, the solution filtered, then concentrated. Trituration of t... Starting materials: C1=CC=CC=2C3=CC=CC=C3C(C12)COC(=O)N[C@@H](C(C)C)C(=O)O (9-Fluorenylmethyloxycarbonyl-L-valine), peptide, CN(C=O)C (Dimethylformamide), p-alkoxybenzyl alcohol, polystyrene, 9-fluorenylmethyloxycarbonyl-L-leucine-N-carboxyanhydride, CN(C=O)C (dimethylformamide). Conditions: time 30 minute. The product is N[C@@H](CC(C)C)C(=O)N[C@@H](C(C)C)C(=O)O (L-leucyl-L-valine). The yield is 90.0%. RXN SMILES: C1C2C(CO[C:16]([NH:18][C@H:19]([C:23]([OH:25])=[O:24])[CH:20]([CH3:22])[CH3:21])=[O:17])C3C(=CC=CC=3)C=2C=CC=1.C[N:27]([CH3:30])C=O>>[NH2:27][C@H:30]([C:16]([NH:18][C@H:19]([C:23]([OH:25])=[O:24])[CH:20]([CH3:21])[CH3:22])=[O:17])[CH2:19][CH:20]([CH3:22])[CH3:21]. Procedure details: 9-Fluorenylmethyloxycarbonyl-L-valine esterified to p-alkoxybenzyl alcohol derivitized 2% crosslinked polystyrene (0.25 gm, 0.13 mmol valine) was placed in a solid phase peptide synthesis vessel. Dimethylformamide (5 mL) was added and the slurry was shaken for 30 min. The dimethylformamide was removed and the swollen resin treated twice with 10% piperidine in dimethylformamide (5 mL for 5 min followed by 5 mL for 15 min) to remove the 9-fluorenylmethyloxycarbonyl protecting group. The resin was ...